From a dataset of the Open Reaction Database (ORD), a public repository of structured organic reaction records. describe an organic reaction: reactants, conditions, products, and yield RXN SMILES: [O:1]1[C:5]2[CH:6]=[CH:7][CH:8]=[CH:9][C:4]=2[N:3]=[C:2]1[NH:10][C:11]1[CH:16]=[CH:15][C:14]([NH2:17])=[CH:13][CH:12]=1.Cl[C:19]1[C:24]([N+:25]([O-:27])=[O:26])=[CH:23][CH:22]=[CH:21][N:20]=1>CN1C(=O)CCC1.O>[O:1]1[C:5]2[CH:6]=[CH:7][CH:8]=[CH:9][C:4]=2[N:3]=[C:2]1[NH:10][C:11]1[CH:16]=[CH:15][C:14]([NH:17][C:19]2[C:24]([N+:25]([O-:27])=[O:26])=[CH:23][CH:22]=[CH:21][N:20]=2)=[CH:13][CH:12]=1. Procedure details: A mixture of N-(1,3-benzoxazol-2-yl)benzene-1,4-diamine (0.50 g) and 2-chloro-3-nitropyridine (0.352 g) in NMP (3.0 mL) was stirred at 140° C. for 1.5 h. After this time, the reaction mixture was cooled to ambient temperature, diluted with water (50 mL), and extracted with ethyl acetate (3×100 mL). The combined organic extracts were washed with brine (100 mL), dried (Na2SO4), filtered and concentrated under reduced pressure. The residue obtained was purified by chromatography (silica, methylene ... Reactants: O1C(=NC2=C1C=CC=C2)NC2=CC=C(C=C2)N (N-(1,3-benzoxazol-2-yl)benzene-1,4-diamine), ClC1=NC=CC=C1[N+](=O)[O-] (2-chloro-3-nitropyridine). The yield is 43.5%. The solvent is CN1CCCC1=O (NMP), O (water). The product is O1C(=NC2=C1C=CC=C2)NC2=CC=C(C=C2)NC2=NC=CC=C2[N+](=O)[O-] (N-(1,3-benzoxazol-2-yl)-N′-(3-nitropyridin-2-yl)benzene-1,4-diamine). Run at temperature 140 celsius, time 1.5 hour. The product is Clc1cc(I)cnc1Cl. RXN SMILES: [ClH:16].[Cu:17][Cl:18].[I:1][c:2]1[cH:3][c:4]([NH2:9])[c:5]([Cl:8])[n:6][cH:7]1.[N:10]([O-:11])=[O:12].[NH4+:15].[Na+:13].[OH-:14]>>[I:1][c:2]1[cH:3][c:4]([Cl:16])[c:5]([Cl:8])[n:6][cH:7]1. The reactants are Cl, Cl[Cu], Nc1cc(I)cnc1Cl, O=N[O-], [NH4+], [Na+], [OH-]. Reactants: Cn1ccnc1C1=CCN(C(=O)OC(C)(C)C)CC1, CO. The product is Cn1ccnc1C1CCN(C(=O)OC(C)(C)C)CC1. As a reaction SMILES: [CH3:1][n:2]1[c:3]([C:7]2=[CH:12][CH2:11][N:10]([C:13](=[O:14])[O:15][C:16]([CH3:17])([CH3:18])[CH3:19])[CH2:9][CH2:8]2)[n:4][cH:5][cH:6]1.[CH3:20][OH:21]>>[CH3:1][n:2]1[c:3]([CH:7]2[CH2:8][CH2:9][N:10]([C:13](=[O:14])[O:15][C:16]([CH3:17])([CH3:18])[CH3:19])[CH2:11][CH2:12]2)[n:4][cH:5][cH:6]1. Reactants: CC[N+](CC)(CC)S(=O)(=O)NC(=O)OC, O=[N+]([O-])C(C1CCCCC1)C(O)C(F)(F)F, [OH-], c1ccccc1. The product is O=[N+]([O-])C(=CC(F)(F)F)C1CCCCC1. As a reaction SMILES: [CH3:18][O:19][C:20]([NH:21][S:22]([N+:23]([CH2:24][CH3:25])([CH2:26][CH3:27])[CH2:28][CH3:29])(=[O:30])=[O:31])=[O:32].[CH:1]1([CH:7]([CH:8]([C:9]([F:10])([F:11])[F:12])[OH:13])[N+:14](=[O:15])[O-:16])[CH2:2][CH2:3][CH2:4][CH2:5][CH2:6]1.[OH-:17].[cH:33]1[cH:34][cH:35][cH:36][cH:37][cH:38]1>>[CH:1]1([C:7](=[CH:8][C:9]([F:10])([F:11])[F:12])[N+:14](=[O:15])[O-:16])[CH2:2][CH2:3][CH2:4][CH2:5][CH2:6]1. Starting materials: Cl.NC1=C(C=CC=C1)C1C(NC(O1)=O)=O (5-(2-Aminophenyl)oxazolidine-2,4-dione hydrochloride), C(C)(=O)[O-].[Na+] (Sodium acetate), C(C)(=O)OC(C)=O (acetic anhydride). Run in C(C)(=O)O (acetic acid). Reaction conditions: time 16 hour. Product: C(C)(=O)NC1=C(C=CC=C1)C1C(NC(O1)=O)=O (5-(2-Acetamidophenyl)oxazolidine-2,4-dione). Reaction SMILES: Cl.[NH2:2][C:3]1[CH:8]=[CH:7][CH:6]=[CH:5][C:4]=1[CH:9]1[O:13][C:12](=[O:14])[NH:11][C:10]1=[O:15].[C:16]([O-])(=[O:18])[CH3:17].[Na+].C(OC(=O)C)(=O)C>C(O)(=O)C>[C:16]([NH:2][C:3]1[CH:8]=[CH:7][CH:6]=[CH:5][C:4]=1[CH:9]1[O:13][C:12](=[O:14])[NH:11][C:10]1=[O:15])(=[O:18])[CH3:17] |f:0.1,2.3|. Procedure: 5-(2-Aminophenyl)oxazolidine-2,4-dione hydrochloride (1 g., 4.37 mmoles) was taken into 15 ml. of glacial acetic acid. Sodium acetate (358 mg., 4.37 mmoles) was added and then, in a dropwise manner, acetic anhydride (449 mg., 0.41 ml., 4.37 mmoles). The reaction mixture was stirred at room temperature for 16 hours, poured into 50 ml. of water and extracted with three portions of ethyl acetate. The combined extracts were washed with two portions of water and then one of brine, dried over anhydrou... Reactants: ClC=1C=C(C2=C(N=C(O2)S)C1)C (5-Chloro-7-methyl-2-mercaptobenzoxazole), CN1CCNCC1 (N-methylpiperazine). Reaction SMILES: [Cl:1][C:2]1[CH:3]=[C:4]([CH3:12])[C:5]2[O:9][C:8](S)=[N:7][C:6]=2[CH:11]=1.[CH3:13][N:14]1[CH2:19][CH2:18][NH:17][CH2:16][CH2:15]1>C(Cl)(Cl)Cl>[Cl:1][C:2]1[CH:3]=[C:4]([CH3:12])[C:5]2[O:9][C:8]([N:17]3[CH2:18][CH2:19][N:14]([CH3:13])[CH2:15][CH2:16]3)=[N:7][C:6]=2[CH:11]=1. Product: ClC=1C=C(C2=C(N=C(O2)N2CCN(CC2)C)C1)C (5-chloro-7-methyl-2-(4-methyl-1-piperazinyl)benzoxazole). Procedure details: 5-Chloro-7-methyl-2-mercaptobenzoxazole (200 mg) was dissolved in chloroform (20 ml), N-methylpiperazine (0.55 ml) was added dropwise to the solution and then the mixture was stirred with heating for 3 days. After evaporation of the solvent, the thus obtained mixture was purified by a silica gel column chromatography (methylene chloride:methanol=20:1) to obtain the title compound 5-chloro-7-methyl-2-(4-methyl-1-piperazinyl)benzoxazole (270 mg). Run in C(Cl)(Cl)Cl (chloroform). Yields the product FC(C(=O)O)(F)F.NC1=C2N=CN(C2=NC(=N1)Cl)[C@H]1[C@@H]([C@@H]([C@H](C1)NS(=O)(=O)C)O)O (N-[(1S,2R,3S,4R)-4-(6-Amino-2-chloro-purin-9-yl)-2,3-dihydroxy-cyclopentyl]-methanesulfonamide trifluoroacetate). Reactants: FC(C(=O)O)(F)F.N[C@@H]1[C@H]([C@H]([C@@H](C1)N1C2=NC(=NC(=C2N=C1)N)Cl)O)O ((1S,2R,3S,5R)-3-Amino-5-(6-amino-2-chloro-purin-9-yl)-cyclopentane-1,2-diol trifluoroacetate), C(C)(C)N(CC)C(C)C (diisopropylethylamine), S(=O)(=O)(C)Cl (Mesyl chloride). Run at time 3 hour. Reaction SMILES: [F:1][C:2]([F:7])([F:6])[C:3]([OH:5])=[O:4].[NH2:8][C@H:9]1[CH2:13][C@@H:12]([N:14]2[CH:22]=[N:21][C:20]3[C:15]2=[N:16][C:17]([Cl:24])=[N:18][C:19]=3[NH2:23])[C@H:11]([OH:25])[C@@H:10]1[OH:26].C(N(C(C)C)CC)(C)C.[S:36](Cl)([CH3:39])(=[O:38])=[O:37]>C1COCC1>[F:1][C:2]([F:7])([F:6])[C:3]([OH:5])=[O:4].[NH2:23][C:19]1[N:18]=[C:17]([Cl:24])[N:16]=[C:15]2[C:20]=1[N:21]=[CH:22][N:14]2[C@@H:12]1[CH2:13][C@H:9]([NH:8][S:36]([CH3:39])(=[O:38])=[O:37])[C@@H:10]([OH:26])[C@H:11]1[OH:25] |f:0.1,5.6|. Procedure details: (1S,2R,3S,5R)-3-Amino-5-(6-amino-2-chloro-purin-9-yl)-cyclopentane-1,2-diol trifluoroacetate (20 mg, 39 μmol) and diisopropylethylamine (25 mg, 190 μmol) are placed in a flask with dry THF (1 ml). Mesyl chloride (4.5 mg, 39 μmol) is added and the reaction mixture is stirred at room temperature. The reaction is shown to be complete by LCMS after 3 hours. The solvent is removed in vacuo and the title compound is obtained after purification by reverse phase column chromatography (Isolute™ C18, 0-10... Solvent: C1CCOC1 (THF). Starting materials: C(#N)C=1C=NC=C(C1)NCC (3-cyano-5-ethylaminopyridine), Cl (hydrogen chloride), C(CC)O (1-propanol). Reaction conditions: time 20 hour. Yields the product C(C)NC=1C=C(C=NC1)C(OCCC)=N (propyl 5-ethylamino-3-pyridinecarboximidate). Reaction SMILES: [C:1]([C:3]1[CH:4]=[N:5][CH:6]=[C:7]([NH:9][CH2:10][CH3:11])[CH:8]=1)#[N:2].Cl.[CH2:13]([OH:16])[CH2:14][CH3:15]>>[CH2:10]([NH:9][C:7]1[CH:8]=[C:3]([C:1](=[NH:2])[O:16][CH2:13][CH2:14][CH3:15])[CH:4]=[N:5][CH:6]=1)[CH3:11]. Reported procedure: Into a solution of 3-cyano-5-ethylaminopyridine (380 mg, 2.59 mmol) in 1-propanol (40 ml) was passed hydrogen chloride gas under ice-cooling for 30 minutes. The reactor was tight sealed, and the mixture was stirred at room temperature for 20 hours and concentrated under reduced pressure. After the residue was neutralized with a saturated aqueous sodium carbonate solution and extracted with chloroform (50 ml×3). The chloroform layer was dried over anhydrous sodium sulfate and concentrated under r... Isolated yield 84.0%. The reactants are C(C1=CC=CC=C1)OC=1C=C2C=CNC2=CC1OC (5-benzyloxy-6-methoxyindole), C1(=CC=CC=C1)S(=O)(=O)Cl (benzenesulfonyl chloride). Run in [OH-].[Na+] (NaOH). Procedure details: To 5-benzyloxy-6-methoxyindole (5.0 g, 20 mmol), benzenesulfonyl chloride (5.2 g, 30 mmol) and tetrabutylammonium hydrogen sulfate (2.0 g, 6 mmol) DCM (200 mL) and 4M NaOH (50 mL) were added. The reaction mixture was allowed to stir at room temperature over night. The organic layer was collected and the aqueous phase was washed with DCM (2×30 mL). The combined organic layers were then washed with brine (2×50 mL). Drying, (MgSO4), filtration and evaporation afforded a brown oil. The product preci... The reagents and catalysts are S(=O)(=O)(O)[O-].C(CCC)[N+](CCCC)(CCCC)CCCC (tetrabutylammonium hydrogen sulfate). Yields the product C(C1=CC=CC=C1)OC=1C=C2C=CN(C2=CC1OC)S(=O)(=O)C1=CC=CC=C1 (5-(Benzyloxy)-6-methoxy-1-(phenylsulfonyl)-1H-indole). As a reaction SMILES: [CH2:1]([O:8][C:9]1[CH:10]=[C:11]2[C:15](=[CH:16][C:17]=1[O:18][CH3:19])[NH:14][CH:13]=[CH:12]2)[C:2]1[CH:7]=[CH:6][CH:5]=[CH:4][CH:3]=1.[C:20]1([S:26](Cl)(=[O:28])=[O:27])[CH:25]=[CH:24][CH:23]=[CH:22][CH:21]=1>S([O-])(O)(=O)=O.C([N+](CCCC)(CCCC)CCCC)CCC.[OH-].[Na+]>[CH2:1]([O:8][C:9]1[CH:10]=[C:11]2[C:15](=[CH:16][C:17]=1[O:18][CH3:19])[N:14]([S:26]([C:20]1[CH:25]=[CH:24][CH:23]=[CH:22][CH:21]=1)(=[O:28])=[O:27])[CH:13]=[CH:12]2)[C:2]1[CH:3]=[CH:4][CH:5]=[CH:6][CH:7]=1 |f:2.3,4.5|. Reactants: C(C)(C)(C)OC(=O)NC1=CC=C(C=C1)CC(=O)O ((4-tert-butoxycarbonylamino-phenyl)-acetic acid), NC=1C(N(C(N(C1N)C)=O)C)=O (5,6-diamino-1,3-dimethyl-1H-pyrimidine-2,4-dione), Cl.CN(CCCN=C=NCC)C (1-(3-dimethylaminopropyl)-3-ethylcarbodiimide hydrochloride). Reagents/catalysts: CN(C1=CC=NC=C1)C (4-dimethylaminopyridine). Solvent: CN(C=O)C (N,N-dimethylformamide). Conditions: temperature 25 celsius, time 18 hour. Yields the product C(C)(C)(C)OC(NC1=CC=C(C=C1)CC(NC=1C(N(C(N(C1N)C)=O)C)=O)=O)=O ({4-[(6-amino-1,3-dimethyl-2,4-dioxo-1,2,3,4-tetrahydro-pyrimidin-5-ylcarbamoyl)-methyl]-phenyl}-carbamic acid tert-butyl ester). As a reaction SMILES: [C:1]([O:5][C:6]([NH:8][C:9]1[CH:14]=[CH:13][C:12]([CH2:15][C:16]([OH:18])=O)=[CH:11][CH:10]=1)=[O:7])([CH3:4])([CH3:3])[CH3:2].[NH2:19][C:20]1[C:21](=[O:30])[N:22]([CH3:29])[C:23](=[O:28])[N:24]([CH3:27])[C:25]=1[NH2:26].Cl.CN(C)CCCN=C=NCC>CN(C)C=O.CN(C)C1C=CN=CC=1>[C:1]([O:5][C:6](=[O:7])[NH:8][C:9]1[CH:10]=[CH:11][C:12]([CH2:15][C:16](=[O:18])[NH:19][C:20]2[C:21](=[O:30])[N:22]([CH3:29])[C:23](=[O:28])[N:24]([CH3:27])[C:25]=2[NH2:26])=[CH:13][CH:14]=1)([CH3:2])([CH3:3])[CH3:4] |f:2.3|. Procedure: To a solution of (4-tert-butoxycarbonylamino-phenyl)-acetic acid (0.825 mmol) and crude 5,6-diamino-1,3-dimethyl-1H-pyrimidine-2,4-dione (0.75 mmol) in N,N-dimethylformamide (3 mL) under argon at 25° C. was added 1-(3-dimethylaminopropyl)-3-ethylcarbodiimide hydrochloride(0.825 mmol) and 4-dimethylaminopyridine (0.15 mmol). The reaction was stirred at 25° C. for 18 h. At this time, the reaction was concentrated in vacuo. The residue was triturated with water and the resulting solid collected by ...